Task: describe an organic reaction: reactants, conditions, products, and yield. Dataset: the Open Reaction Database (ORD), a public repository of structured organic reaction records Reactants: NCC=1C=NC=CC1 (3-(aminomethyl)pyridine), O1CCCC1 (tetrahydrofuran), C(C)(C)(C)OC(=O)N(C1CCN(CC1)CCN1C(C=C(C2=CC=C(C=C12)OC)C(=O)O)=O)CC1=CC2=C(OCCO2)C=C1 (1-(2-(4-((tert-butoxycarbonyl)(2,3-dihydro-1,4-benzodioxin-6-ylmethyl)amino)piperidin-1-yl)ethyl)-7-methoxy-2-oxo-1,2-dihydroquinoline-4-carboxylic acid), C(OCC(C)C)(=O)Cl (isobutyl chlorocarbonate). The solvent is C(C)N(CC)CC (triethylamine), C(C)N(CC)CC (triethylamine), O (water), C(C)(=O)OCC (ethyl acetate). Run at time 2 hour. Yields the product O1CCOC2=C1C=CC(=C2)CN(C(OC(C)(C)C)=O)C2CCN(CC2)CCN2C(C=C(C1=CC=C(C=C21)OC)C(=O)NCC=2C=NC=CC2)=O (tert-butyl (2,3-dihydro-1,4-benzodioxin-6-ylmethyl)(1-(2-(7-methoxy-2-oxo-4-(((pyridin-3-ylmethyl)amino)carbonyl)quinolin-1(2H)-yl)ethyl)piperidin-4-yl)carbamate). RXN SMILES: O1CCCC1.[C:6]([O:10][C:11]([N:13]([CH2:38][C:39]1[CH:48]=[CH:47][C:42]2[O:43][CH2:44][CH2:45][O:46][C:41]=2[CH:40]=1)[CH:14]1[CH2:19][CH2:18][N:17]([CH2:20][CH2:21][N:22]2[C:31]3[C:26](=[CH:27][CH:28]=[C:29]([O:32][CH3:33])[CH:30]=3)[C:25]([C:34]([OH:36])=O)=[CH:24][C:23]2=[O:37])[CH2:16][CH2:15]1)=[O:12])([CH3:9])([CH3:8])[CH3:7].C(Cl)(=O)OCC(C)C.[NH2:57][CH2:58][C:59]1[CH:60]=[N:61][CH:62]=[CH:63][CH:64]=1>O.C(OCC)(=O)C.C(N(CC)CC)C>[O:43]1[C:42]2[CH:47]=[CH:48][C:39]([CH2:38][N:13]([CH:14]3[CH2:19][CH2:18][N:17]([CH2:20][CH2:21][N:22]4[C:31]5[C:26](=[CH:27][CH:28]=[C:29]([O:32][CH3:33])[CH:30]=5)[C:25]([C:34]([NH:57][CH2:58][C:59]5[CH:60]=[N:61][CH:62]=[CH:63][CH:64]=5)=[O:36])=[CH:24][C:23]4=[O:37])[CH2:16][CH2:15]3)[C:11](=[O:12])[O:10][C:6]([CH3:8])([CH3:9])[CH3:7])=[CH:40][C:41]=2[O:46][CH2:45][CH2:44]1. Procedure details: To 3.0 mL of tetrahydrofuran suspension containing 0.15 g of 1-(2-(4-((tert-butoxycarbonyl)(2,3-dihydro-1,4-benzodioxin-6-ylmethyl)amino)piperidin-1-yl)ethyl)-7-methoxy-2-oxo-1,2-dihydroquinoline-4-carboxylic acid, 39 μL of triethylamine was added at room temperature, 36 μL of isobutyl chlorocarbonate was added dropwise under ice-cooling. After the reaction mixture was stirred at the same temperature for 2 hours, 26 μL of 3-(aminomethyl)pyridine was added, further 39 μL of triethylamine was adde...